Dataset: the Open Reaction Database (ORD), a public repository of structured organic reaction records. Task: describe an organic reaction: reactants, conditions, products, and yield The reactants are CCc1oc2ccccc2c1C(C)(C)C#N, Cl, NO. Product: CCc1oc2ccccc2c1C(C)(C)C(N)=NO. Reaction SMILES: [CH2:1]([CH3:2])[c:3]1[o:4][c:5]2[c:6]([c:7]1[C:8]([C:9]#[N:10])([CH3:11])[CH3:12])[cH:13][cH:14][cH:15][cH:16]2.[ClH:17].[NH2:18][OH:19]>>[CH2:1]([CH3:2])[c:3]1[o:4][c:5]2[c:6]([c:7]1[C:8]([C:9]([NH2:10])=[N:18][OH:19])([CH3:11])[CH3:12])[cH:13][cH:14][cH:15][cH:16]2. Starting materials: O1CCOC12CCS(CC2)=O (1,4-Dioxa-8-thiaspiro[4,5]decane 8-oxide), C(C)(=O)OC(C)=O (acetic anhydride), N1=C(C=CC=C1C)C (lutidine). Solvent: C(C)(=O)OCC (ethyl acetate). Conditions: temperature 150 celsius. Yields the product O1CCOC12CC(SCC2)O (1,4-Dioxa-8-thiaspiro[4,5]decan-7-ol). RXN SMILES: [O:1]1[C:5]2([CH2:10][CH2:9][S:8](=O)[CH2:7][CH2:6]2)[O:4][CH2:3][CH2:2]1.C(OC(=O)C)(=[O:14])C.N1C(C)=CC=CC=1C>C(OCC)(=O)C>[O:1]1[C:5]2([CH2:10][CH2:9][S:8][CH:7]([OH:14])[CH2:6]2)[O:4][CH2:3][CH2:2]1. Reported procedure: A mixture of 0.88 g of product from Example 393, 5.0 ml of acetic anhydride and 2.0 ml of lutidine is heated at 110°-115° C. for 2.5 hours, followed by increasing the temperature to 150° C. and then heated for 3 hours. The reaction mixture is diluted with ethyl acetate, washed 2× with 1N hydrochloric acid, water, saturated sodium chloride, dried and concentrated in vacuo. The residue is dissolved in methylene chloride, filtered through a pad of hydrous magnesium silicate and reconcentrated in va... Reactants: O=C([O-])[O-], CCOC(=O)Cl, CC#N, [K+], [K+], O=C1CCC(C(=O)N2CCNCC2)N1, O. Yields the product CCOC(=O)N1CCN(C(=O)C2CCC(=O)N2)CC1. As a reaction SMILES: [C:15](=[O:16])([O-:17])[O-:18].[C:22]([O:23][CH2:24][CH3:25])(=[O:26])[Cl:27].[CH3:28][C:29]#[N:30].[K+:19].[K+:20].[NH:1]1[C:2](=[O:14])[CH2:3][CH2:4][CH:5]1[C:6](=[O:7])[N:8]1[CH2:9][CH2:10][NH:11][CH2:12][CH2:13]1.[OH2:21]>>[NH:1]1[C:2](=[O:14])[CH2:3][CH2:4][CH:5]1[C:6](=[O:7])[N:8]1[CH2:9][CH2:10][N:11]([C:22]([O:23][CH2:24][CH3:25])=[O:26])[CH2:12][CH2:13]1. Starting materials: COC(C(=S)N)C1=NC=CC=C1 (2-methoxy-2-(2-pyridyl)thioacetamide), O (water), C(C#C)N (propargylamine). The solvent is C(C)O (Ethanol). Conditions: time 8 hour. Yields the product COC(C(=S)NCC#C)C1=NC=CC=C1 (2-methoxy-N-propargyl-2-(2-pyridyl)thioacetamide). As a reaction SMILES: [CH3:1][O:2][CH:3]([C:7]1[CH:12]=[CH:11][CH:10]=[CH:9][N:8]=1)[C:4]([NH2:6])=[S:5].O.[CH2:14](N)[C:15]#[CH:16]>C(O)C>[CH3:1][O:2][CH:3]([C:7]1[CH:12]=[CH:11][CH:10]=[CH:9][N:8]=1)[C:4]([NH:6][CH2:16][C:15]#[CH:14])=[S:5]. Procedure details: To 4.4 g. (0.026 mole) of 2-methoxy-2-(2-pyridyl)thioacetamide in 20 ml. of water at 0°C. is added 2.9 g. (0.053 mole) of propargylamine with stirring and the resulting suspension is allowed to stand overnight at 5°C. Ethanol (5 ml.) is added and the mixture is stirred for five hours, then extracted with dichloromethane. The extracts are dried and concentrated. The residue is chromatographed on a silica gel "dry-column," using 1:10 ethyl acetate/ether as the eluant. The product fraction is treat... The product is CCCCCCC(=O)OCCCCC(=O)c1ccccc1. The reactants are CCCCCCC(=O)OCCCCC1(c2ccccc2)OCCO1, C1CCOC1, Cl. As a reaction SMILES: [C:2]([CH2:3][CH2:4][CH2:5][CH2:6][CH2:7][CH3:8])(=[O:9])[O:10][CH2:11][CH2:12][CH2:13][CH2:14][C:15]1([c:20]2[cH:21][cH:22][cH:23][cH:24][cH:25]2)[O:16][CH2:19][CH2:18][O:17]1.[CH2:26]1[O:27][CH2:28][CH2:29][CH2:30]1.[ClH:1]>>[C:2]([CH2:3][CH2:4][CH2:5][CH2:6][CH2:7][CH3:8])(=[O:9])[O:10][CH2:11][CH2:12][CH2:13][CH2:14][C:15](=[O:16])[c:20]1[cH:21][cH:22][cH:23][cH:24][cH:25]1. The reactants are BrCC1=C(C=C(C=C1)Cl)OC (1-bromomethyl-4-chloro-2-methoxy-benzene), N1=CC=C(C=C1)B(O)O (4-pyridyl boronic acid), C(=O)([O-])[O-].[Na+].[Na+] (Na2CO3). The reagents and catalysts are C=1C=CC(=CC1)[P](C=2C=CC=CC2)(C=3C=CC=CC3)[Pd]([P](C=4C=CC=CC4)(C=5C=CC=CC5)C=6C=CC=CC6)([P](C=7C=CC=CC7)(C=8C=CC=CC8)C=9C=CC=CC9)[P](C=1C=CC=CC1)(C=1C=CC=CC1)C=1C=CC=CC1 (Pd(PPh3)4). The solvent is COCCOC (DME). The product is ClC1=CC(=C(CC2=CC=NC=C2)C=C1)OC (4-(4-chloro-2-methoxybenzyl)pyridine). Isolated yield 34.6%. As a reaction SMILES: Br[CH2:2][C:3]1[CH:8]=[CH:7][C:6]([Cl:9])=[CH:5][C:4]=1[O:10][CH3:11].[N:12]1[CH:17]=[CH:16][C:15](B(O)O)=[CH:14][CH:13]=1.C([O-])([O-])=O.[Na+].[Na+]>COCCOC.C1C=CC([P]([Pd]([P](C2C=CC=CC=2)(C2C=CC=CC=2)C2C=CC=CC=2)([P](C2C=CC=CC=2)(C2C=CC=CC=2)C2C=CC=CC=2)[P](C2C=CC=CC=2)(C2C=CC=CC=2)C2C=CC=CC=2)(C2C=CC=CC=2)C2C=CC=CC=2)=CC=1>[Cl:9][C:6]1[CH:7]=[CH:8][C:3]([CH2:2][C:15]2[CH:16]=[CH:17][N:12]=[CH:13][CH:14]=2)=[C:4]([O:10][CH3:11])[CH:5]=1 |f:2.3.4,^1:36,38,57,76|. Procedure details: A mixture of 1-bromomethyl-4-chloro-2-methoxy-benzene (50 mg, 0.21 mmol), 4-pyridyl boronic acid (39 mg, 0.32 mmol), Pd(PPh3)4 (24 mg, 0.021 mmol) and 2M Na2CO3 were combined in DME (2 mL), purged with N2, and heated to reflux for 3 hours. The mixture was then partitioned between ethyl acetate and water. The organic layer was washed with brine, dried (MgSO4), filtered, and concentrated under vacuum. The residue was purified by flash column chromatography on silica gel with 1:1 hexanes/ethyl acet... Reactants: O=C(O)c1cc2ccccc2s1, Cc1ccc(N)nc1. Reagents/catalysts: CC(C)N=C=NC(C)C (DIC), C1=CC2=C(N=C1)N(N=N2)O (HOAt). Solvent: CN(C)C=O (DMF), CN(C)C=O (DMF), CN(C)C=O (DMF), CN(C)C=O (DMF), CN(C)C=O (DMF), CN(C)C=O (DMF). Run at temperature 25 celsius, time 2 hour. The product is Cc1ccc(NC(=O)c2cc3ccccc3s2)nc1. Isolated yield 43.2%. As a reaction SMILES: Cc1ccc(N)nc1.O=C(O)c1cc2ccccc2s1.CC(C)N=C=NC(C)C.C1=CC2=C(N=C1)N(N=N2)O.CN(C)C=O>>Cc1ccc(NC(=O)c2cc3ccccc3s2)nc1. Reactants: [Br-], CI, CCCCCCCCCCCCCCCC[N+](C)(C)C, CC(C)(C)OC(=O)N1CC2CC(O)CN2C(C(c2ccccc2)c2ccccc2)C1, ClCCl, [Na+], [OH-], O. Product: COC1CC2CN(C(=O)OC(C)(C)C)CC(C(c3ccccc3)c3ccccc3)N2C1. As a reaction SMILES: [Br-:36].[CH3:1][I:2].[CH3:37][CH2:38][CH2:39][CH2:40][CH2:41][CH2:42][CH2:43][CH2:44][CH2:45][CH2:46][CH2:47][CH2:48][CH2:49][CH2:50][CH2:51][CH2:52][N+:53]([CH3:54])([CH3:55])[CH3:56].[CH:3]([c:4]1[cH:5][cH:6][cH:7][cH:8][cH:9]1)([c:10]1[cH:11][cH:12][cH:13][cH:14][cH:15]1)[CH:16]1[CH2:17][N:18]([C:26](=[O:27])[O:28][C:29]([CH3:30])([CH3:31])[CH3:32])[CH2:19][CH:20]2[N:21]1[CH2:22][CH:23]([OH:25])[CH2:24]2.[Cl:57][CH2:58][Cl:59].[Na+:34].[OH-:33].[OH2:35]>>[CH3:1][O:25][CH:23]1[CH2:22][N:21]2[CH:16]([CH:3]([c:4]3[cH:5][cH:6][cH:7][cH:8][cH:9]3)[c:10]3[cH:11][cH:12][cH:13][cH:14][cH:15]3)[CH2:17][N:18]([C:26](=[O:27])[O:28][C:29]([CH3:30])([CH3:31])[CH3:32])[CH2:19][CH:20]2[CH2:24]1. Run in C(Cl)Cl (DCM). Yields the product ClC1=C(C(=O)OC)C=CC(=C1)NS(=O)(=O)C (methyl 2-chloro-4-(methylsulfonamido)benzoate). Run at time 8 hour. Reported procedure: To 5 g of methyl 2-chloro-4-nitrobenzoate in 100 mL of EtOH was added 20 g of Tin (II) Chloride in portions. The reaction was heated to 55° C. and monitored by TLC until complete. Solvent was concentrated and extraction was performed in Ethyl Acetate and water with TEA to reduce emulsions. The organic layer was dried over Magnesium Sulfate, filtered and concentrated to give 3.9 g of methyl 4-amino-2-chlorobenzoate. 1 g of methyl 4-amino-2-chlorobenzoate was cooled to 0° C. in DCM with 485 μL of ... Reactants: NC1=CC(=C(C(=O)OC)C=C1)Cl (methyl 4-amino-2-chlorobenzoate), N1=CC=CC=C1 (Pyridine), CS(=O)(=O)Cl (Methanesulfonyl Chloride). RXN SMILES: [NH2:1][C:2]1[CH:11]=[CH:10][C:5]([C:6]([O:8][CH3:9])=[O:7])=[C:4]([Cl:12])[CH:3]=1.N1C=CC=CC=1.[CH3:19][S:20](Cl)(=[O:22])=[O:21]>C(Cl)Cl>[Cl:12][C:4]1[CH:3]=[C:2]([NH:1][S:20]([CH3:19])(=[O:22])=[O:21])[CH:11]=[CH:10][C:5]=1[C:6]([O:8][CH3:9])=[O:7]. Starting materials: COC(=O)c1cc(OS(=O)(=O)C(F)(F)F)c(Br)c(OS(=O)(=O)C(F)(F)F)c1, O=C([O-])[O-], COCCOC, [Cs+], [Cs+]. Product: COC(=O)c1cc(O)c(Br)c(OS(=O)(=O)C(F)(F)F)c1. RXN SMILES: [Br:7][c:8]1[c:9]([O:26][S:27]([C:28]([F:29])([F:30])[F:31])(=[O:32])=[O:33])[cH:10][c:11]([C:12](=[O:13])[O:14][CH3:15])[cH:16][c:17]1[O:18][S:19](=[O:20])(=[O:21])[C:22]([F:23])([F:24])[F:25].[C:1](=[O:2])([O-:3])[O-:4].[CH3:34][O:35][CH2:36][CH2:37][O:38][CH3:39].[Cs+:5].[Cs+:6]>>[Br:7][c:8]1[c:9]([OH:26])[cH:10][c:11]([C:12](=[O:13])[O:14][CH3:15])[cH:16][c:17]1[O:18][S:19](=[O:20])(=[O:21])[C:22]([F:23])([F:24])[F:25].